The task is: describe an organic reaction: reactants, conditions, products, and yield. This data is from the Open Reaction Database (ORD), a public repository of structured organic reaction records. The reactants are C(C=1C(N)=CC=CC1)(=O)O (anthranilic acid), [Ni](Cl)Cl (nickel chloride), [OH-].[Na+] (caustic soda). Run in O (water), O (water). Conditions: temperature 80 celsius, time 1 hour. Yields the product [Ni].C(C=1C(N)=CC=CC1)(=O)O (anthranilic acid nickel). Yield: 166.0%. Reaction SMILES: [C:1]([OH:10])(=[O:9])[C:2]1[C:3](=[CH:5][CH:6]=[CH:7][CH:8]=1)[NH2:4].[OH-].[Na+].[Ni:13](Cl)Cl>O>[Ni:13].[C:1]([OH:10])(=[O:9])[C:2]1[C:3](=[CH:5][CH:6]=[CH:7][CH:8]=1)[NH2:4] |f:1.2,5.6|. Procedure: 54.8 g (0.4 mol) of anthranilic acid was completely dissolved in a solution obtained by dissolving 16 g (0.4 mol) of caustic soda in 1 liter of water. The solution was heated to 80° C., and a solution of 25.9 g (0.2 mol) of nickel chloride in 150 ml of water was gradually added dropwise to the heated solution. After the addition, the mixture was stirred for 1 hour at 80° C. and then allowed to be cooled down to room temperature under stirring. After the cooling, the resultant precipitate was fil... Reactants: [Al+3], C1CCOC1, [H-], [H-], [H-], [H-], [K+], [Li+], CC(C)OC(=O)C1CCCC(COC2CCCCO2)C1, [OH-]. Product: OCC1CCCC(COC2CCCCO2)C1. Reaction SMILES: [Al+3:22].[CH2:29]1[O:30][CH2:31][CH2:32][CH2:33]1.[H-:21].[H-:24].[H-:25].[H-:26].[K+:28].[Li+:23].[O:1]1[CH:2]([O:7][CH2:8][CH:9]2[CH2:10][CH:11]([C:15](=[O:16])[O:17][CH:18]([CH3:19])[CH3:20])[CH2:12][CH2:13][CH2:14]2)[CH2:3][CH2:4][CH2:5][CH2:6]1.[OH-:27]>>[O:1]1[CH:2]([O:7][CH2:8][CH:9]2[CH2:10][CH:11]([CH2:15][OH:16])[CH2:12][CH2:13][CH2:14]2)[CH2:3][CH2:4][CH2:5][CH2:6]1. Reactants: C1(=CC=C(C=C1)S(=O)(=O)O[C@@H](C)C\C=C\C=1C=NC=CC1)C ((2S)-(4E)-5-(3-pyridyl)-4-penten-2-ol p-toluenesulfonate), CN (methylamine). Reaction conditions: temperature 105 celsius. Product: CN[C@H](C)C\C=C\C=1C=NC=CC1 ((2R)-(4E)-N-Methyl-5-(3-pyridyl)-4-penten-2-amine). As a reaction SMILES: C1(C)C=CC(S(O[C@H:11]([CH2:13]/[CH:14]=[CH:15]/[C:16]2[CH:17]=[N:18][CH:19]=[CH:20][CH:21]=2)[CH3:12])(=O)=O)=CC=1.[CH3:23][NH2:24]>>[CH3:23][NH:24][C@@H:11]([CH2:13]/[CH:14]=[CH:15]/[C:16]1[CH:17]=[N:18][CH:19]=[CH:20][CH:21]=1)[CH3:12]. Reported procedure: A mixture of (2S)-(4E)-5-(3-pyridyl)-4-penten-2-ol p-toluenesulfonate (3.80 g, 11.97 mmol) and methylamine (20 mL, 2.0M solution in THF) was heated at 100-110° C. for 8 h in a sealed glass tube. The mixture was cooled to ambient temperature and concentrated under reduced pressure on a rotary evaporator. The resulting brown syrup was diluted with saturated NaHCO3 solution (25 mL) and extracted with chloroform (4×25 mL). The combined chloroform extracts were dried (K2CO3), filtered, and concentrat... Reactants: CO (methanol), [C@@H]1([C@H](O)[C@H](O)[C@@H](CO)O1)N1C(=O)N=C(N)C=C1 (cytidine), C(CCC)[Sn](CCCC)=O (dibutyl tin oxide), C1(=CC=C(C=C1)S(=O)(=O)Cl)C (p-toluenesulfonyl chloride). Run in C(C)N(CC)CC (triethylamine). The product is C1=CN2[C@H]3[C@H]([C@@H]([C@H](O3)CO)O)OC2=NC1=N.Cl (2,2'-O-cyclocytidine hydrochloride). The yield is 47.7%. As a reaction SMILES: CO.[C@@H:3]1([N:12]2[CH:19]=[CH:18][C:16]([NH2:17])=[N:15][C:13]2=[O:14])[O:11][C@H:8]([CH2:9][OH:10])[C@@H:6]([OH:7])[C@H:4]1O.C([Sn](=O)CCCC)CCC.C1(C)C=CC(S([Cl:39])(=O)=O)=CC=1>C(N(CC)CC)C>[CH:18]1[C:16](=[NH:17])[N:15]=[C:13]2[N:12]([C@@H:3]3[O:11][C@H:8]([CH2:9][OH:10])[C@@H:6]([OH:7])[C@@H:4]3[O:14]2)[CH:19]=1.[ClH:39] |f:5.6|. Procedure: A 500 mL flask was charged with 50 mL methanol, 1.95 g cytidine and 2 g dibutyl tin oxide. The resulting suspension was refluxed for five hours and then stirred at room temperature for twelve hours. To the mixture was then added triethylamine (7.8 mL) followed by slow addition of p-toluenesulfonyl chloride (10.68 g). The resulting mixture was stirred for twelve hours at room temperature. Thereafter, the solvents were evaporated under vacuum and chloroform (100 mL) was added to the resulting whit... Reactants: O=C([O-])O, CS(=O)(=O)Cl, ClCCl, COC(=O)NC(C)CNc1nccc(-c2cn(C(C)C)nc2-c2cc(Cl)cc(N)c2F)n1, [Na+], c1ccncc1. The product is COC(=O)NC(C)CNc1nccc(-c2cn(C(C)C)nc2-c2cc(Cl)cc(NS(C)(=O)=O)c2F)n1. Reaction SMILES: [C:38](=[O:39])([OH:40])[O-:41].[CH3:1][S:2]([Cl:3])(=[O:4])=[O:5].[Cl:43][CH2:44][Cl:45].[NH2:6][c:7]1[c:8]([F:37])[c:9](-[c:14]2[n:15][n:16]([CH:34]([CH3:35])[CH3:36])[cH:17][c:18]2-[c:19]2[n:20][c:21]([NH:25][CH2:26][CH:27]([CH3:28])[NH:29][C:30]([O:31][CH3:32])=[O:33])[n:22][cH:23][cH:24]2)[cH:10][c:11]([Cl:13])[cH:12]1.[Na+:42].[cH:46]1[cH:47][cH:48][n:49][cH:50][cH:51]1>>[CH3:1][S:2](=[O:4])(=[O:5])[NH:6][c:7]1[c:8]([F:37])[c:9](-[c:14]2[n:15][n:16]([CH:34]([CH3:35])[CH3:36])[cH:17][c:18]2-[c:19]2[n:20][c:21]([NH:25][CH2:26][CH:27]([CH3:28])[NH:29][C:30]([O:31][CH3:32])=[O:33])[n:22][cH:23][cH:24]2)[cH:10][c:11]([Cl:13])[cH:12]1.